From a dataset of the Open Reaction Database (ORD), a public repository of structured organic reaction records. describe an organic reaction: reactants, conditions, products, and yield Starting materials: N1(C=NC=C1)C[C@H](C1=CC=CC=C1)OC1=C(C=2CCCC(C2C=C1)=O)CSC1=CC=C(C(=O)O)C=C1 (4-{[(2-{[(1S)-2-(1H-imidazol-1-yl)-1-phenylethyl]oxy}-5-oxo-5,6,7,8-tetrahydro-1-naphthalenyl)methyl]sulfanyl}benzoic acid), C[C@H](CN)CC ((S)-2-methylbutylamine). Yields the product N1(C=NC=C1)C[C@H](C1=CC=CC=C1)OC1=C(C=2CCCC(C2C=C1)=O)CSC1=CC=C(C(=O)NC[C@H](CC)C)C=C1 (4-{[(2-{[(1S)-2-(1H-Imidazol-1-yl)-1-phenylethyl]oxy}-5-oxo-5,6,7,8-tetrahydro-1-naphthalenyl)methyl]sulfanyl}-N-[(2S)-2-methylbutyl]benzamide). Yield: 98.6%. RXN SMILES: [N:1]1([CH2:6][C@@H:7]([O:14][C:15]2[CH:24]=[CH:23][C:22]3[C:21](=[O:25])[CH2:20][CH2:19][CH2:18][C:17]=3[C:16]=2[CH2:26][S:27][C:28]2[CH:36]=[CH:35][C:31]([C:32](O)=[O:33])=[CH:30][CH:29]=2)[C:8]2[CH:13]=[CH:12][CH:11]=[CH:10][CH:9]=2)[CH:5]=[CH:4][N:3]=[CH:2]1.[CH3:37][C@@H:38]([CH2:41][CH3:42])[CH2:39][NH2:40]>>[N:1]1([CH2:6][C@@H:7]([O:14][C:15]2[CH:24]=[CH:23][C:22]3[C:21](=[O:25])[CH2:20][CH2:19][CH2:18][C:17]=3[C:16]=2[CH2:26][S:27][C:28]2[CH:29]=[CH:30][C:31]([C:32]([NH:40][CH2:39][C@@H:38]([CH3:37])[CH2:41][CH3:42])=[O:33])=[CH:35][CH:36]=2)[C:8]2[CH:9]=[CH:10][CH:11]=[CH:12][CH:13]=2)[CH:5]=[CH:4][N:3]=[CH:2]1. Procedure details: Using the method in Example 172, 4-{[(2-{[(1S)-2-(1H-imidazol-1-yl)-1-phenylethyl]oxy}-5-oxo-5,6,7,8-tetrahydro-1-naphthalenyl)methyl]sulfanyl}benzoic acid (50 mg, 0.10 mmol, 0.20M in DMF) and (S)-2-methylbutylamine (26 mg, 0.30 mmol, 0.6M in DMF) were combined to give 56 mg of the desired compound: Low resolution mass spectrum (LC-MS, APCI) m/z 568 [M+H]+.